Dataset: the Open Reaction Database (ORD), a public repository of structured organic reaction records. Task: describe an organic reaction: reactants, conditions, products, and yield Reactants: C(CC)(=O)Cl (propionyl chloride), [Cl-].[Al+3].[Cl-].[Cl-] (aluminum chloride), FC1=C(C=CC=C1)O (2-fluorophenol). Solvent: C(Cl)Cl (methylene chloride), C(Cl)Cl (methylene chloride). Reaction conditions: time 5 hour. The product is C(CC)(=O)OC1=C(C=C(C=C1)C(CC)=O)F (4-propionyl-2-fluorophenyl propionate). Isolated yield 82.0%. Reaction SMILES: [Cl-].[Al+3].[Cl-].[Cl-].[C:5](Cl)(=[O:8])[CH2:6][CH3:7].[F:10][C:11]1[CH:16]=[CH:15][CH:14]=[CH:13][C:12]=1[OH:17]>C(Cl)Cl>[C:5]([O:17][C:12]1[CH:13]=[CH:14][C:15]([C:5](=[O:8])[CH2:6][CH3:7])=[CH:16][C:11]=1[F:10])(=[O:8])[CH2:6][CH3:7] |f:0.1.2.3|. Procedure: To a mixture of aluminum chloride (45.8 g, 0.343 mol) in methylene chloride (140 mL) was added propionyl chloride (10.85 mL, 124.9 mmol) all at once followed by 2-fluorophenol (5.57 mL, 62.44 mmol in 25 mL of methylene chloride with a 10 mL rinse). The mixture was gently refluxed 5 h, cooled to ambient temperature and poured onto ice. The phases were separated and the aqueous layer was extracted with methylene chloride. The combined organic layer was washed with aqueous bicarbonate and brine. Th... The reactants are FC(C1=CC(=C(C=C1)C=1C=2N(C=CC1)N=C(N2)NC2=CC=C(C=C2)C2CCNCC2)OC)F ([8-(4-difluoromethyl-2-methoxy-phenyl)-[1,2,4]-triazolo[1,5-a]pyridin-2-yl]-(4-piperidin-4-yl-phenyl)-amine), ClCC(=O)N(C)C (2-chloro-N,N-dimethyl-acetamide). Product: FC(C1=CC(=C(C=C1)C=1C=2N(C=CC1)N=C(N2)NC2=CC=C(C=C2)C2CCN(CC2)CC(=O)N(C)C)OC)F (2-(4-{4-[8-(4-difluoromethyl-2-methoxy-phenyl)-[1,2,4]-triazolo[1,5-a]pyridin-2-ylamino]-phenyl}-piperidin-1-yl)-N,N-dimethyl-acetamide), product. The yield is 18.0%. As a reaction SMILES: [F:1][CH:2]([F:33])[C:3]1[CH:8]=[CH:7][C:6]([C:9]2[C:10]3[N:11]([N:15]=[C:16]([NH:18][C:19]4[CH:24]=[CH:23][C:22]([CH:25]5[CH2:30][CH2:29][NH:28][CH2:27][CH2:26]5)=[CH:21][CH:20]=4)[N:17]=3)[CH:12]=[CH:13][CH:14]=2)=[C:5]([O:31][CH3:32])[CH:4]=1.Cl[CH2:35][C:36]([N:38]([CH3:40])[CH3:39])=[O:37]>>[F:33][CH:2]([F:1])[C:3]1[CH:8]=[CH:7][C:6]([C:9]2[C:10]3[N:11]([N:15]=[C:16]([NH:18][C:19]4[CH:20]=[CH:21][C:22]([CH:25]5[CH2:26][CH2:27][N:28]([CH2:35][C:36]([N:38]([CH3:40])[CH3:39])=[O:37])[CH2:29][CH2:30]5)=[CH:23][CH:24]=4)[N:17]=3)[CH:12]=[CH:13][CH:14]=2)=[C:5]([O:31][CH3:32])[CH:4]=1. Procedure details: 2-(4-{4-[8-(4-difluoromethyl-2-methoxy-phenyl)-[1,2,4]-triazolo[1,5-a]pyridin-2-ylamino]-phenyl}-piperidin-1-yl)-N,N-dimethyl-acetamide was prepared from [8-(4-difluoromethyl-2-methoxy-phenyl)-[1,2,4]-triazolo[1,5-a]pyridin-2-yl]-(4-piperidin-4-yl-phenyl)-amine (0.160 g, 0.356 mmol) and 2-chloro-N,N-dimethyl-acetamide (0.055 mL, 0.534 mmol) in a manner analogous to Example 313 to give product (0.035 g, 18%). Starting materials: COCC1=NN(C=C1C=O)C1=CC(=CC=C1)OC (3-(methoxymethyl)-1-(3-methoxyphenyl)-1H-pyrazole-4-carbaldehyde), COCC1=NN(C=C1C=O)C1=CC(=CC=C1)OC (3-(methoxymethyl)-1-(3-methoxyphenyl)-1H-pyrazole-4-carbaldehyde), C1(CCCCC1)[Mg]Br (cyclohexylmagnesium bromide). Run in O1CCCC1 (tetrahydrofuran). Conditions: time 15 minute. The product is C1(CCCCC1)C(O)C=1C(=NN(C1)C1=CC(=CC=C1)OC)COC (cyclohexyl[3-(methoxymethyl)-1-(3-methoxyphenyl)-1H-pyrazol-4-yl]methanol). Reaction SMILES: [CH3:1][O:2][CH2:3][C:4]1[C:8]([CH:9]=[O:10])=[CH:7][N:6]([C:11]2[CH:16]=[CH:15][CH:14]=[C:13]([O:17][CH3:18])[CH:12]=2)[N:5]=1.[CH:19]1([Mg]Br)[CH2:24][CH2:23][CH2:22][CH2:21][CH2:20]1>O1CCCC1>[CH:19]1([CH:9]([C:8]2[C:4]([CH2:3][O:2][CH3:1])=[N:5][N:6]([C:11]3[CH:16]=[CH:15][CH:14]=[C:13]([O:17][CH3:18])[CH:12]=3)[CH:7]=2)[OH:10])[CH2:24][CH2:23][CH2:22][CH2:21][CH2:20]1. Procedure details: To a solution (5 mL) of 3-(methoxymethyl)-1-(3-methoxyphenyl)-1H-pyrazole-4-carbaldehyde (0.30 g) synthesized in the above-mentioned (2) in tetrahydrofuran was added dropwise under ice-cooling cyclohexylmagnesium bromide (2.0 mL, 1M tetrahydrofuran solution). After the completion of the dropwise addition, the ice bath was removed, and the mixture was stirred at room temperature for 15 min. To the reaction mixture was added aqueous ammonium chloride solution, and the mixture was extracted with et... Yields the product CCCCc1nc2cc(NC(=O)N(C)C)ccc2n1Cc1ccc(OC(C(=O)O)c2ccccc2)c(OC)c1. Reaction SMILES: [CH2:1]([CH2:2][CH2:3][CH3:4])[c:5]1[n:6][c:7]2[c:8]([n:9]1[CH2:10][c:11]1[cH:12][c:13]([O:30][CH3:31])[c:14]([O:17][CH:18]([c:19]3[cH:20][cH:21][cH:22][cH:23][cH:24]3)[C:25](=[O:26])[O:27][CH2:28][CH3:29])[cH:15][cH:16]1)[cH:32][cH:33][c:34]([NH:36][C:37](=[O:38])[N:39]([CH3:40])[CH3:41])[cH:35]2.[CH3:44][CH2:45][OH:46].[Na+:43].[OH-:42]>>[CH2:1]([CH2:2][CH2:3][CH3:4])[c:5]1[n:6][c:7]2[c:8]([n:9]1[CH2:10][c:11]1[cH:12][c:13]([O:30][CH3:31])[c:14]([O:17][CH:18]([c:19]3[cH:20][cH:21][cH:22][cH:23][cH:24]3)[C:25](=[O:26])[OH:27])[cH:15][cH:16]1)[cH:32][cH:33][c:34]([NH:36][C:37](=[O:38])[N:39]([CH3:40])[CH3:41])[cH:35]2. The reactants are CCCCc1nc2cc(NC(=O)N(C)C)ccc2n1Cc1ccc(OC(C(=O)OCC)c2ccccc2)c(OC)c1, CCO, [Na+], [OH-]. The reactants are CCOc1cc(C(C)(C)C)ncc1C1=NC(C)(c2ccc(Cl)cc2)C(C)(c2ccc(Cl)cc2)N1C(=O)N1CCC(CC(=O)O)CC1, CC(C)CNCC(C)C. Product: CCOc1cc(C(C)(C)C)ncc1C1=NC(C)(c2ccc(Cl)cc2)C(C)(c2ccc(Cl)cc2)N1C(=O)N1CCC(CC(=O)N(CC(C)C)CC(C)C)CC1. As a reaction SMILES: [C:1]([CH3:2])([CH3:3])([CH3:4])[c:5]1[cH:6][c:7]([O:44][CH2:45][CH3:46])[c:8]([C:11]2=[N:15][C:14]([CH3:16])([c:17]3[cH:18][cH:19][c:20]([Cl:23])[cH:21][cH:22]3)[C:13]([CH3:24])([c:25]3[cH:26][cH:27][c:28]([Cl:31])[cH:29][cH:30]3)[N:12]2[C:32](=[O:33])[N:34]2[CH2:35][CH2:36][CH:37]([CH2:40][C:41](=[O:42])[OH:43])[CH2:38][CH2:39]2)[cH:9][n:10]1.[CH2:47]([CH:48]([CH3:49])[CH3:50])[NH:51][CH2:52][CH:53]([CH3:54])[CH3:55]>>[C:1]([CH3:2])([CH3:3])([CH3:4])[c:5]1[cH:6][c:7]([O:44][CH2:45][CH3:46])[c:8]([C:11]2=[N:15][C:14]([CH3:16])([c:17]3[cH:18][cH:19][c:20]([Cl:23])[cH:21][cH:22]3)[C:13]([CH3:24])([c:25]3[cH:26][cH:27][c:28]([Cl:31])[cH:29][cH:30]3)[N:12]2[C:32](=[O:33])[N:34]2[CH2:35][CH2:36][CH:37]([CH2:40][C:41](=[O:43])[N:51]([CH2:47][CH:48]([CH3:49])[CH3:50])[CH2:52][CH:53]([CH3:54])[CH3:55])[CH2:38][CH2:39]2)[cH:9][n:10]1. Starting materials: O=C([O-])[O-], CC1(C)OB(c2ccc(N)c(Cl)c2)OC1(C)C, Ic1cnc2cc(-c3ccncc3)ccn12, [K+], [K+], C1COCCO1, O. Yields the product Nc1ccc(-c2cnc3cc(-c4ccncc4)ccn23)cc1Cl. RXN SMILES: [C:34](=[O:35])([O-:36])[O-:37].[Cl:17][c:18]1[c:19]([NH2:33])[cH:20][cH:21][c:22]([B:24]2[O:25][C:26]([CH3:27])([CH3:28])[C:29]([CH3:30])([CH3:31])[O:32]2)[cH:23]1.[I:1][c:2]1[cH:3][n:4][c:5]2[n:6]1[cH:7][cH:8][c:9](-[c:11]1[cH:12][cH:13][n:14][cH:15][cH:16]1)[cH:10]2.[K+:38].[K+:39].[O:40]1[CH2:41][CH2:42][O:43][CH2:44][CH2:45]1.[OH2:46]>>[c:2]1(-[c:22]2[cH:21][cH:20][c:19]([NH2:33])[c:18]([Cl:17])[cH:23]2)[cH:3][n:4][c:5]2[n:6]1[cH:7][cH:8][c:9](-[c:11]1[cH:12][cH:13][n:14][cH:15][cH:16]1)[cH:10]2. As a reaction SMILES: [O:1]=[C:2]1[C:11]2[C:6](=[C:7]([Cl:12])[CH:8]=[CH:9][CH:10]=2)[NH:5][CH:4]=[C:3]1[C:13]([O:15]CC)=[O:14].[I-].[K+].C(=O)([O-])[O-].[Na+].[Na+].Cl[CH2:27][C:28]1[CH:33]=[CH:32][C:31]([O:34][CH3:35])=[CH:30][CH:29]=1>CN(C=O)C.O.C(OCC)(=O)C>[Cl:12][C:7]1[CH:8]=[CH:9][CH:10]=[C:11]2[C:6]=1[N:5]([CH2:27][C:28]1[CH:33]=[CH:32][C:31]([O:34][CH3:35])=[CH:30][CH:29]=1)[CH:4]=[C:3]([C:13]([OH:15])=[O:14])[C:2]2=[O:1] |f:1.2,3.4.5|. Run at temperature 70 celsius, time 8 hour. The product is ClC=1C=CC=C2C(C(=CN(C12)CC1=CC=C(C=C1)OC)C(=O)O)=O (8-chloro-1-(4-methoxybenzyl)-4-oxo-1,4-dihydroquinoline-3-carboxylic acid). Reactants: O=C1C(=CNC2=C(C=CC=C12)Cl)C(=O)OCC (ethyl 4-oxo-8-chloro-1,4-dihydroquinoline-3-carboxylate), [I-].[K+] (potassium iodide), C([O-])([O-])=O.[Na+].[Na+] (sodium carbonate), ClCC1=CC=C(C=C1)OC (1-(chloromethyl)-4-methoxybenzene). The solvent is CN(C)C=O (DMF), O (water), C(C)(=O)OCC (ethyl acetate). Procedure: To a solution of ethyl 4-oxo-8-chloro-1,4-dihydroquinoline-3-carboxylate (1.0 g), potassium iodide (0.66 g) and sodium carbonate (1.1 g) in DMF (20 mL) was added 1-(chloromethyl)-4-methoxybenzene (0.7 mL), and the mixture was stirred at 70° C. overnight. The reaction mixture was diluted with water and ethyl acetate, and the organic layer was separated, washed with saturated brine, dried over anhydrous sodium sulfate, and concentrated. The residue was solidified with a diisopropyl ether-ethyl ace...